From a dataset of the Open Reaction Database (ORD), a public repository of structured organic reaction records. describe an organic reaction: reactants, conditions, products, and yield Starting materials: C(C)OC(C(C1=CC=C(C=C1)O)=O)=O (4-hydroxy-alpha-oxobenzeneacetic acid ethyl ester), [H-].[Na+] (sodium hydride), COC(C1=C(C(=C(C=C1)OCCCBr)CCC)O)=O (4-(3-bromopropoxy)-2-hydroxy-3-propylbenzoic acid methyl ester). The solvent is CN(C=O)C (dimethylformamide), CN(C=O)C (dimethylforrnamide). Reaction conditions: temperature 50 celsius, time 15 minute. Product: C(C)OC(C(C1=CC=C(C=C1)OCCCOC1=C(C(=C(C=C1)C(=O)OC)O)CCC)=O)=O (4-[3-[3-hydroxy-4-(methoxycarbonyl)-2-propylphenoxy) propoxy]-alpha-oxobenzeneacetic acid ethyl ester). Yield: 55.9%. RXN SMILES: [CH2:1]([O:3][C:4](=[O:14])[C:5](=[O:13])[C:6]1[CH:11]=[CH:10][C:9]([OH:12])=[CH:8][CH:7]=1)[CH3:2].[H-].[Na+].[CH3:17][O:18][C:19](=[O:35])[C:20]1[CH:25]=[CH:24][C:23]([O:26][CH2:27][CH2:28][CH2:29]Br)=[C:22]([CH2:31][CH2:32][CH3:33])[C:21]=1[OH:34]>CN(C)C=O>[CH2:1]([O:3][C:4](=[O:14])[C:5](=[O:13])[C:6]1[CH:11]=[CH:10][C:9]([O:12][CH2:29][CH2:28][CH2:27][O:26][C:23]2[CH:24]=[CH:25][C:20]([C:19]([O:18][CH3:17])=[O:35])=[C:21]([OH:34])[C:22]=2[CH2:31][CH2:32][CH3:33])=[CH:8][CH:7]=1)[CH3:2] |f:1.2|. Reported procedure: A mixture of 4-hydroxy-alpha-oxobenzeneacetic acid ethyl ester (0.47 g) and 55% sodium hydride (0.116 g) in dimethylformamide (10 mL) was stirred for 15 minutes and then treated with 4-(3-bromopropoxy)-2-hydroxy-3-propylbenzoic acid methyl ester (0.8 g) in dimethylforrnamide (5 mL). The mixture was heated at 50° C. for 20 hours and worked up as in Example 20. The residual oil was purified by flash chromatography over silica gel (ethyl acetate-hexane; 3:17) and then was crystallized from hexane t... The reactants are [Cl-].C(C1=CC=CC=C1)[P+](CCCC)(CCCC)CCCC (benyltributylphosphonium chloride), C(C1=CC=CC=C1)Cl (benzyl chloride), Cl[SiH2]Cl (dichlorosilane). Product: C(C1=CC=CC=C1)[SiH](Cl)Cl (benzyldichlorosilane), C(C1=CC=CC=C1)[Si](Cl)(Cl)Cl (benzyltrichlorosilane). The yield is 53.0%. RXN SMILES: [Cl-:1].[CH2:2]([P+](CCCC)(CCCC)CCCC)[C:3]1[CH:8]=[CH:7][CH:6]=[CH:5][CH:4]=1.[CH2:22](Cl)[C:23]1[CH:28]=[CH:27][CH:26]=[CH:25][CH:24]=1.[Cl:30][SiH2:31][Cl:32]>>[CH2:2]([SiH:31]([Cl:32])[Cl:30])[C:3]1[CH:8]=[CH:7][CH:6]=[CH:5][CH:4]=1.[CH2:22]([Si:31]([Cl:1])([Cl:32])[Cl:30])[C:23]1[CH:28]=[CH:27][CH:26]=[CH:25][CH:24]=1 |f:0.1|. Procedure details: In the same apparatus and procedure as Example 1 above, 0.26 g (0.79 mmol) of benyltributylphosphonium chloride, 1.01 ml (7.98 mmol) of benzyl chloride, and 2.42 g (24.0 mmol) of dichlorosilane were reacted at 150° C. for 2 hrs. The resulting mixture was distilled to give 0.29 g of benzyldichlorosilane (yield; 19%) and 0.95 g of benzyltrichlorosilane (yield; 53%). Reactants: C(C)(C)(C)OC(N[C@@H](CO)C1=CC2=CC=CC=C2C=C1)=O ((R)-(2-Hydroxy-1-naphthalen-2-yl-ethyl)-carbamic acid tert-butyl ester), Cl (HCl). The solvent is C(C)(=O)OCC (ethyl acetate). The product is Cl.N[C@@H](CO)C1=CC2=CC=CC=C2C=C1 ((R)-2-Amino-2-naphthalen-2-yl-ethanol hydrochloride). RXN SMILES: C(OC(=O)[NH:7][C@H:8]([C:11]1[CH:20]=[CH:19][C:18]2[C:13](=[CH:14][CH:15]=[CH:16][CH:17]=2)[CH:12]=1)[CH2:9][OH:10])(C)(C)C.[ClH:22]>C(OCC)(=O)C>[ClH:22].[NH2:7][C@H:8]([C:11]1[CH:20]=[CH:19][C:18]2[C:13](=[CH:14][CH:15]=[CH:16][CH:17]=2)[CH:12]=1)[CH2:9][OH:10] |f:3.4|. Reported procedure: (R)-(2-Hydroxy-1-naphthalen-2-yl-ethyl)-carbamic acid tert-butyl ester (2.5 g) and 9 mL of 4 N HCl in ethyl acetate at 50° C. was stirred for 2 h. After concentration, the residue was neutralized with 10 N NaOH and extracted with methylene chloride. The organic layer was washed with brine, dried over Na2SO4, and concentrated to give the title compound (1.2 g) as a solid which was used in the next step without further purification. Starting materials: CS(=O)(=O)O, O, OO, O=C1CCCCCCCCCCCN1C(=O)Nc1ccccc1. The product is O=C(NCCCCCCCCCCCC(=O)OO)Nc1ccccc1. As a reaction SMILES: [CH3:27][S:28](=[O:29])(=[O:30])[OH:31].[OH2:24].[OH:25][OH:26].[c:1]1([NH:7][C:8](=[O:9])[N:10]2[C:11](=[O:23])[CH2:12][CH2:13][CH2:14][CH2:15][CH2:16][CH2:17][CH2:18][CH2:19][CH2:20][CH2:21][CH2:22]2)[cH:2][cH:3][cH:4][cH:5][cH:6]1>>[c:1]1([NH:7][C:8](=[O:9])[NH:10][CH2:22][CH2:21][CH2:20][CH2:19][CH2:18][CH2:17][CH2:16][CH2:15][CH2:14][CH2:13][CH2:12][C:11]([O:23][OH:25])=[O:24])[cH:2][cH:3][cH:4][cH:5][cH:6]1. Reactants: ice, [H-].[Na+] (NaH), C(C)OC(COC1=C(C=C(C=C1)NC)C)=O ((2-methyl-4-methylamino-phenoxy)-acetic acid ethyl ester), ClCC1=C(N=C(S1)C1=CC=C(C=C1)C(F)(F)F)C (5-chloromethyl-4-methyl-2-(4-trifluoromethyl-phenyl)-thiazole), [Na+].[I-] (NaI). The solvent is CCOCC (Et2O), CN(C)C=O (DMF). Yields the product C(C)OC(COC1=C(C=C(C=C1)N(CC1=C(N=C(S1)C1=CC=C(C=C1)C(F)(F)F)C)C)C)=O ((2-methyl-4-{methyl-[4-methyl-2-(4-trifluoromethyl-phenyl)-thiazol-5-ylmethyl]-amino}-phenoxy)-acetic acid ethyl ester). Isolated yield 113.6%. Reaction SMILES: [CH2:1]([O:3][C:4](=[O:16])[CH2:5][O:6][C:7]1[CH:12]=[CH:11][C:10]([NH:13][CH3:14])=[CH:9][C:8]=1[CH3:15])[CH3:2].Cl[CH2:18][C:19]1[S:23][C:22]([C:24]2[CH:29]=[CH:28][C:27]([C:30]([F:33])([F:32])[F:31])=[CH:26][CH:25]=2)=[N:21][C:20]=1[CH3:34].[Na+].[I-].[H-].[Na+]>CN(C=O)C.CCOCC>[CH2:1]([O:3][C:4](=[O:16])[CH2:5][O:6][C:7]1[CH:12]=[CH:11][C:10]([N:13]([CH3:14])[CH2:18][C:19]2[S:23][C:22]([C:24]3[CH:29]=[CH:28][C:27]([C:30]([F:33])([F:32])[F:31])=[CH:26][CH:25]=3)=[N:21][C:20]=2[CH3:34])=[CH:9][C:8]=1[CH3:15])[CH3:2] |f:2.3,4.5|. Procedure details: To an ice-cooled and stirred solution of (2-methyl-4-methylamino-phenoxy)-acetic acid ethyl ester (0.357 g, 1.6 mmol), 5-chloromethyl-4-methyl-2-(4-trifluoromethyl-phenyl)-thiazole (0.513 g, 1.76 mmol, WO02/28433) and NaI (0.24 g, 1.6 mmol) in DMF (4.8 ml) was added NaH (55% in oil, 0.105 g, 2.4 mmol). The reaction was stirred at RT for 2¾h, diluted with Et2O and extracted with aqueous 10% KHSO4/Et2O (3×). The organic phases were washed with aqueous 10% NaCl, dried (Na2SO4) and evaporated to giv... Reactants: C(#N)C1=CC2=C(N(C(=N2)C(C)(O)C2=C3C=CN(C3=C(C=C2OC)C)C(=O)OC(C)(C)C)COCC[Si](C)(C)C)C=C1 ((±)-tert-Butyl 4-(1-(5-cyano-1-((2-(trimethylsilyl)ethoxy)methyl)-1H-benzo[d]imidazol-2-yl)-1-hydroxyethyl)-5-methoxy-7-methyl-1H-indole-1-carboxylate), C(#N)C=1C=CC2=C(N(C(=N2)C(C)(O)C2=C3C=CN(C3=C(C=C2OC)C)C(=O)OC(C)(C)C)COCC[Si](C)(C)C)C1 ((±)-tert-butyl 4-(1-(6-cyano-1-((2-(trimethylsilyl)ethoxy)methyl)-1H-benzo[d]imidazol-2-yl)-1-hydroxyethyl)-5-methoxy-7-methyl-1H-indole-1-carboxylate). The product is OC(C)(C1=C2C=CNC2=C(C=C1OC)C)C1=NC2=C(N1)C=CC(=C2)C#N ((±)-2-(1-Hydroxy-1-(5-methoxy-7-methyl-1H-indol-4-yl)ethyl)-1H-benzo[d]imidazole-5-carbonitrile). As a reaction SMILES: [C:1]([C:3]1[CH:41]=[CH:40][C:6]2[N:7](COCC[Si](C)(C)C)[C:8]([C:10]([C:13]3[C:21]([O:22][CH3:23])=[CH:20][C:19]([CH3:24])=[C:18]4[C:14]=3[CH:15]=[CH:16][N:17]4C(OC(C)(C)C)=O)([OH:12])[CH3:11])=[N:9][C:5]=2[CH:4]=1)#[N:2].C(C1C=CC2N=C(C(C3C(OC)=CC(C)=C4C=3C=CN4C(OC(C)(C)C)=O)(O)C)N(COCC[Si](C)(C)C)C=2C=1)#N>>[OH:12][C:10]([C:8]1[NH:7][C:6]2[CH:40]=[CH:41][C:3]([C:1]#[N:2])=[CH:4][C:5]=2[N:9]=1)([C:13]1[C:21]([O:22][CH3:23])=[CH:20][C:19]([CH3:24])=[C:18]2[C:14]=1[CH:15]=[CH:16][NH:17]2)[CH3:11]. Procedure: (±)-tert-Butyl 4-(1-(5-cyano-1-((2-(trimethylsilyl)ethoxy)methyl)-1H-benzo[d]imidazol-2-yl)-1-hydroxyethyl)-5-methoxy-7-methyl-1H-indole-1-carboxylate and (±)-tert-butyl 4-(1-(6-cyano-1-((2-(trimethylsilyl)ethoxy)methyl)-1H-benzo[d]imidazol-2-yl)-1-hydroxyethyl)-5-methoxy-7-methyl-1H-indole-1-carboxylate was converted in the title compound using the same procedure described in Example 24-B. 1H NMR (400 MHz, DMSO-d6) δ ppm 12.30 (s, 1H) 10.86 (br. s., 1H) 8.10 (s) 7.63-7.84 (m) 7.38-7.55 (m, 2H) ...